From a dataset of the Open Reaction Database (ORD), a public repository of structured organic reaction records. describe an organic reaction: reactants, conditions, products, and yield Reactants: C(C)(C)(C)C1=CC=C(C=C1)S(=O)(=O)NC1=NC=NC(=C1)OCCO (4-tert-butyl-N-[6-(2-hydroxyethoxy)pyrimidin-4-yl)benzenesulfonamide), BrN1C(CCC1=O)=O (N-bromosuccinimide), S(=O)(O)[O-].[Na+] (sodium hydrogen sulfite). The solvent is CN(C=O)C (dimethylformamide). Run at time 1 hour. Yields the product BrC=1C(=NC=NC1OCCO)NS(=O)(=O)C1=CC=C(C=C1)C(C)(C)C (N-[5-bromo-6-(2-hydroxyethoxy)pyrimidin-4-yl]-4-tert-butylbenzenesulfonamide). Isolated yield 65.7%. Reaction SMILES: [C:1]([C:5]1[CH:10]=[CH:9][C:8]([S:11]([NH:14][C:15]2[CH:20]=[C:19]([O:21][CH2:22][CH2:23][OH:24])[N:18]=[CH:17][N:16]=2)(=[O:13])=[O:12])=[CH:7][CH:6]=1)([CH3:4])([CH3:3])[CH3:2].[Br:25]N1C(=O)CCC1=O.S([O-])(O)=O.[Na+]>CN(C)C=O>[Br:25][C:20]1[C:15]([NH:14][S:11]([C:8]2[CH:9]=[CH:10][C:5]([C:1]([CH3:4])([CH3:2])[CH3:3])=[CH:6][CH:7]=2)(=[O:12])=[O:13])=[N:16][CH:17]=[N:18][C:19]=1[O:21][CH2:22][CH2:23][OH:24] |f:2.3|. Reported procedure: To a solution of 4-tert-butyl-N-[6-(2-hydroxyethoxy)pyrimidin-4-yl)benzenesulfonamide (210 mg) in dimethylformamide (4 ml) is added N-bromosuccinimide (116 mg), and the mixture is stirred at room temperature for one hour. The mixture is treated with aqueous sodium hydrogen sulfite solution, and extracted with ethyl acetate. The ethyl acetate layer is washed, dried and evaporated to remove the solvent. The residue is purified by silica gel column chromatography (solvent; chloroform/methanol=40:1)... The reactants are FC1=C(C=CC(=C1)B1OC(C(O1)(C)C)(C)C)C=1N=CC(=NC1)N (5-(2-fluoro-4-(4,4,5,5-tetramethyl-1,3,2-dioxaborolan-2-yl)phenyl)pyrazin-2-amine), BrC1=C(C=CC=C1)S(=O)(=O)C1(CCCC1)C(=O)N (1-(2-bromophenylsulfonyl)cyclopentanecarboxamide). Yields the product NC=1N=CC(=NC1)C1=C(C=C(C=C1)C1=C(C=CC=C1)S(=O)(=O)C1(CCCC1)C(=O)N)F (1-{[4′-(5-Aminopyrazin-2-yl)-3′-fluorobiphenyl-2-yl]sulfonyl}cyclopentanecarboxamide). Reaction SMILES: [F:1][C:2]1[CH:7]=[C:6](B2OC(C)(C)C(C)(C)O2)[CH:5]=[CH:4][C:3]=1[C:17]1[N:18]=[CH:19][C:20]([NH2:23])=[N:21][CH:22]=1.Br[C:25]1[CH:30]=[CH:29][CH:28]=[CH:27][C:26]=1[S:31]([C:34]1([C:39]([NH2:41])=[O:40])[CH2:38][CH2:37][CH2:36][CH2:35]1)(=[O:33])=[O:32]>>[NH2:23][C:20]1[N:21]=[CH:22][C:17]([C:3]2[CH:4]=[CH:5][C:6]([C:25]3[CH:30]=[CH:29][CH:28]=[CH:27][C:26]=3[S:31]([C:34]3([C:39]([NH2:41])=[O:40])[CH2:38][CH2:37][CH2:36][CH2:35]3)(=[O:33])=[O:32])=[CH:7][C:2]=2[F:1])=[N:18][CH:19]=1. Reported procedure: The title compound was prepared using conditions analogous to those used to make Example 6 utilizing 5-(2-fluoro-4-(4,4,5,5-tetramethyl-1,3,2-dioxaborolan-2-yl)phenyl)pyrazin-2-amine and 1-(2-bromophenylsulfonyl)cyclopentanecarboxamide. MS (ESI): mass calcd. for C22H21FN4O3S, 440.13; m/z found, 441.1 [M+H]+. 1H NMR (400 MHz, DMSO-d6) δ 8.40 (s, 1H), 8.05 (s, 1H), 7.98 (d, J=7.8, 1H), 7.86 (m, 1H), 7.76 (m, 1H), 7.65 (m, 1H), 7.46 (s, 1H), 7.37 (d, J=7.4, 2H), 7.26-7.23 (m, 2H), 6.77 (s, 2H), 2.2...